Dataset: the Open Reaction Database (ORD), a public repository of structured organic reaction records. Task: describe an organic reaction: reactants, conditions, products, and yield Reactants: C(C)(=O)OCC (ethyl acetate), NC1=C(C(=O)N(C)OC)C=C(C=C1)Br (2-amino-5-bromo-N-methoxy-N-methylbenzamide), ClC=1C=C(C=CC1)B(O)O (3-chlorophenyl boronic acid), C([O-])([O-])=O.[Na+].[Na+] (sodium carbonate). Reagents/catalysts: C=1C=CC(=CC1)[P](C=2C=CC=CC2)(C=3C=CC=CC3)[Pd]([P](C=4C=CC=CC4)(C=5C=CC=CC5)C=6C=CC=CC6)([P](C=7C=CC=CC7)(C=8C=CC=CC8)C=9C=CC=CC9)[P](C=1C=CC=CC1)(C=1C=CC=CC1)C=1C=CC=CC1 (tetrakis(triphenylphosphine)palladium). Run in [Cl-].[Na+].O (brine), COCCOC (DME), O (water). Reaction conditions: temperature 85 celsius. Yields the product ClC=1C=C(C=CC1)C=1C=CC=C(C(=O)N(C)OC)C1 (5-(3-chlorophenyl)-N-methoxy-N-methylbenzamide). Isolated yield 60.4%. Reaction SMILES: N[C:2]1[CH:13]=[CH:12][C:11](Br)=[CH:10][C:3]=1[C:4]([N:6]([O:8][CH3:9])[CH3:7])=[O:5].[Cl:15][C:16]1[CH:17]=[C:18](B(O)O)[CH:19]=[CH:20][CH:21]=1.C(=O)([O-])[O-].[Na+].[Na+].C(OCC)(=O)C>COCCOC.O.[Cl-].[Na+].O.C1C=CC([P]([Pd]([P](C2C=CC=CC=2)(C2C=CC=CC=2)C2C=CC=CC=2)([P](C2C=CC=CC=2)(C2C=CC=CC=2)C2C=CC=CC=2)[P](C2C=CC=CC=2)(C2C=CC=CC=2)C2C=CC=CC=2)(C2C=CC=CC=2)C2C=CC=CC=2)=CC=1>[Cl:15][C:16]1[CH:21]=[C:20]([C:11]2[CH:12]=[CH:13][CH:2]=[C:3]([CH:10]=2)[C:4]([N:6]([O:8][CH3:9])[CH3:7])=[O:5])[CH:19]=[CH:18][CH:17]=1 |f:2.3.4,8.9.10,^1:50,52,71,90|. Procedure: A mixture of 2-amino-5-bromo-N-methoxy-N-methylbenzamide (7.78 g, 30 mmol), 3-chlorophenyl boronic acid (5.63 g, 36 mmol), tetrakis(triphenylphosphine)palladium (0) (1.73 g, 1.5 mmol), and sodium carbonate, (7.63 g, 72 mmol) in a mixture of DME and water (150 mL/30 mL) was degassed to remove the oxygen and heated at 85° C. under nitrogen for 3 hours. The reaction, mixture was cooled to room temperature and treated with brine (30 mL) and ethyl acetate (100 mL). The organic layer was separated and... Starting materials: ClC1=C2C(=NC=C1)N(C(=C2)C2=CN(C1=CC(=C(C=C21)OC)OC)CCN2CCC(CC2)CCO)S(=O)(=O)C2=CC=C(C=C2)C (2-[1-(2-{3-[4-chloro-1-(toluene-4-sulfonyl)-1H-pyrrolo[2,3-b]pyridin-2-yl]-5,6-dimethoxyindol-1-yl}ethyl)piperidin-4-yl]ethanol), ClCCl.CO (dichloromethane methanol), [OH-].[K+] (potassium hydroxide). Solvent: CO (methanol). The product is ClC1=C2C(=NC=C1)NC(=C2)C2=CN(C1=CC(=C(C=C21)OC)OC)CCN2CCC(CC2)CCO (2-(1-{2-[3-(4-chloro-1H-pyrrolo[2,3-b]pyridin-2-yl)-5,6-dimethoxyindol-1-yl]ethyl}piperidin-4-yl)ethanol). Yield: 64.3%. RXN SMILES: [Cl:1][C:2]1[CH:7]=[CH:6][N:5]=[C:4]2[N:8](S(C3C=CC(C)=CC=3)(=O)=O)[C:9]([C:11]3[C:19]4[C:14](=[CH:15][C:16]([O:22][CH3:23])=[C:17]([O:20][CH3:21])[CH:18]=4)[N:13]([CH2:24][CH2:25][N:26]4[CH2:31][CH2:30][CH:29]([CH2:32][CH2:33][OH:34])[CH2:28][CH2:27]4)[CH:12]=3)=[CH:10][C:3]=12.[OH-].[K+].ClCCl.CO>CO>[Cl:1][C:2]1[CH:7]=[CH:6][N:5]=[C:4]2[NH:8][C:9]([C:11]3[C:19]4[C:14](=[CH:15][C:16]([O:22][CH3:23])=[C:17]([O:20][CH3:21])[CH:18]=4)[N:13]([CH2:24][CH2:25][N:26]4[CH2:27][CH2:28][CH:29]([CH2:32][CH2:33][OH:34])[CH2:30][CH2:31]4)[CH:12]=3)=[CH:10][C:3]=12 |f:1.2,3.4|. Reported procedure: But using 0.160 g of 2-[1-(2-{3-[4-chloro-1-(toluene-4-sulfonyl)-1H-pyrrolo[2,3-b]pyridin-2-yl]-5,6-dimethoxyindol-1-yl}ethyl)piperidin-4-yl]ethanol and 0.58 g of potassium hydroxide in 10 ml of methanol. After flash chromatography on a silica column [eluent: dichloromethane/methanol (80/20 by volume)], 0.078 g of 2-(1-{2-[3-(4-chloro-1H-pyrrolo[2,3-b]pyridin-2-yl)-5,6-dimethoxyindol-1-yl]ethyl}piperidin-4-yl)ethanol is thus obtained in the form of a solid, the characteristics of which are as fo... Reactants: [H][H] (hydrogen), CN(S(=O)(=O)C1=C(C=CC(=C1)N1C(N(C(=CC1=O)C(F)(F)F)C)=O)Cl)CC=C (N-methyl-N-(2-propenyl)-2-chloro-5-(3,6-dihydro-3-methyl-4-trifluoromethyl-2,6-dioxo-1(2H)-pyrimidinyl)benzenesulfonamide), CN(S(=O)(=O)C1=C(C=CC(=C1)N1C(N(C(=CC1=O)C(F)(F)F)C)=O)Cl)CC=C (N-methyl-N-(2-propenyl)-2-chloro-5-(3,6-dihydro-3-methyl-4-trifluoromethyl-2,6-dioxo-1(2H)-pyrimidinyl)benzenesulfonamide), Compound #28, IC (iodomethane). Run at time 30 minute. Product: CN(S(=O)(=O)C1=C(C=CC(=C1)N1C(N(C(=CC1=O)C(F)(F)F)C)=O)Cl)CCC (N-methyl-N-propyl-2-chloro-5-(3,6-dihydro-3-methyl-4-trifluoromethyl-2,6-dioxo-1(2H)pyrimidinyl)benzenesulfonamide). Solvent: C(C)(=O)OCC (ethyl acetate). Procedure: A mixture of 1.6 g of N-methyl-N-(2-propenyl)-2-chloro-5-(3,6-dihydro-3-methyl-4-trifluoromethyl-2,6-dioxo-1(2H)-pyrimidinyl)benzenesulfonamide (Compound #29), prepared by process C from Compound #28 and iodomethane, 100 ml of ethyl acetate and 200 mg of 5% palladium/carbon catalyst was hydrogenated in a Paar® apparatus at 28 psi of hydrogen. After 30 minutes, the catalyst was filtered and solvent removed from the filtrate by rotary evaporation. The glassy residue was treated with ethanol to giv... Yield: 87.1%. The reagents and catalysts are [Pd] (palladium/carbon). Reaction SMILES: [CH3:1][N:2]([CH2:26][CH:27]=[CH2:28])[S:3]([C:6]1[CH:11]=[C:10]([N:12]2[C:17](=[O:18])[CH:16]=[C:15]([C:19]([F:22])([F:21])[F:20])[N:14]([CH3:23])[C:13]2=[O:24])[CH:9]=[CH:8][C:7]=1[Cl:25])(=[O:5])=[O:4].IC.[H][H]>[Pd].C(OCC)(=O)C>[CH3:1][N:2]([CH2:26][CH2:27][CH3:28])[S:3]([C:6]1[CH:11]=[C:10]([N:12]2[C:17](=[O:18])[CH:16]=[C:15]([C:19]([F:21])([F:22])[F:20])[N:14]([CH3:23])[C:13]2=[O:24])[CH:9]=[CH:8][C:7]=1[Cl:25])(=[O:4])=[O:5]. Starting materials: COC(=O)C1=NC=C(C=C1)Br (5-Bromo-pyridine-2-carboxylic acid methyl ester), COC(=O)C1=NC=C(C=C1)Br (5-Bromo-pyridine-2-carboxylic acid methyl ester), O.NN (hydrazine monohydrate). Run in CO (methanol). Yields the product BrC=1C=CC(=NC1)C(=O)NN (5-Bromo-pyridine-2-carboxylic acid hydrazide). RXN SMILES: C[O:2][C:3]([C:5]1[CH:10]=[CH:9][C:8]([Br:11])=[CH:7][N:6]=1)=O.O.[NH2:13][NH2:14]>CO>[Br:11][C:8]1[CH:9]=[CH:10][C:5]([C:3]([NH:13][NH2:14])=[O:2])=[N:6][CH:7]=1 |f:1.2|. Procedure details: 5-Bromo-pyridine-2-carboxylic acid methyl ester (J. Org. Chem., 2001, 66(2), 605-608, compound 4) (18.10 g, 83 mmol) and hydrazine monohydrate (12.5 mL, 250 mmol) were dissolved in methanol (400 mL) and the reaction mixture heated to reflux for 48 hours. The reaction mixture was then filtered and the precipitate collected dried in vacuo to yield the title product, 15.40 g. Starting materials: CN1C(C2=C(C=CC=C2C1=C)[N+](=O)[O-])=O (2-methyl-3-methylene-7-nitro-2,3-dihydro-isoindol-1-one). Reagents/catalysts: [Pd] (Pd/C). Run in C1CCOC1 (THF). The product is NC=1C=CC=C2C(N(C(C12)=O)C)C (7-amino-2,3-dimethyl-2,3-dihydro-isoindol-1-one). RXN SMILES: [CH3:1][N:2]1[C:10](=[CH2:11])[C:9]2[C:4](=[C:5]([N+:12]([O-])=O)[CH:6]=[CH:7][CH:8]=2)[C:3]1=[O:15]>C1COCC1.[Pd]>[NH2:12][C:5]1[CH:6]=[CH:7][CH:8]=[C:9]2[C:4]=1[C:3](=[O:15])[N:2]([CH3:1])[CH:10]2[CH3:11]. Reported procedure: 2-methyl-3-methylene-7-nitro-2,3-dihydro-isoindol-1-one (13.96 g) is suspended in THF and mixed with a spatula tip of Pd/C (5%) and hydrogenated under H2 pressure (3 bar). For working up the catalyst is filtered off and the solvent is eliminated in vacuo. The reactants are ClC=1C=CC(=C(OC(C(=O)OC)C)C1)CO (methyl 2-(5-chloro-2-hydroxymethylphenoxy)propionate), S(=O)(Cl)Cl (thionyl chloride). Solvent: C(Cl)Cl (methylene chloride). Product: ClCC1=C(OC(C(=O)OC)C)C=C(C=C1)Cl (methyl 2-(2-chloromethyl-5-chlorophenoxy)propionate). Isolated yield 88.0%. Reaction SMILES: [Cl:1][C:2]1[CH:3]=[CH:4][C:5]([CH2:15]O)=[C:6]([CH:14]=1)[O:7][CH:8]([CH3:13])[C:9]([O:11][CH3:12])=[O:10].S(Cl)([Cl:19])=O>C(Cl)Cl>[Cl:19][CH2:15][C:5]1[CH:4]=[CH:3][C:2]([Cl:1])=[CH:14][C:6]=1[O:7][CH:8]([CH3:13])[C:9]([O:11][CH3:12])=[O:10]. Procedure: By the method of Example 1, Step J, 1.0 g (0.0038 mole) of methyl 2-(5-chloro-2-hydroxymethylphenoxy)propionate and 0.5 g (0.0042 mole) of thionyl chloride were reacted in 20 mL of methylene chloride. After purification, 0.88 g of methyl 2-(2-chloromethyl-5-chlorophenoxy)propionate was isolated as a yellow liquid. The NMR spectrum was consistent with the proposed structure. Starting materials: [OH-].[Li+] (lithium hydroxide), C(=O)(O)C#CCC1=C(NC2=CC=CC=C12)C=1C=NC=CC1 (3-(3-carboxyprop-2-ynyl)-2-(3-pyridyl) indole), CO (methanol). Product: COC(=O)C#CCC1=C(NC2=CC=CC=C12)C=1C=NC=CC1 (3-(3-methoxycarbonylprop-2-ynyl)-2-(3-pyridyl)indole). As a reaction SMILES: [OH-].[Li+].[C:3]([C:6]#[C:7][CH2:8][C:9]1[C:17]2[C:12](=[CH:13][CH:14]=[CH:15][CH:16]=2)[NH:11][C:10]=1[C:18]1[CH:19]=[N:20][CH:21]=[CH:22][CH:23]=1)([OH:5])=[O:4].[CH3:24]O>>[CH3:24][O:4][C:3]([C:6]#[C:7][CH2:8][C:9]1[C:17]2[C:12](=[CH:13][CH:14]=[CH:15][CH:16]=2)[NH:11][C:10]=1[C:18]1[CH:19]=[N:20][CH:21]=[CH:22][CH:23]=1)=[O:5] |f:0.1|. Reported procedure: Treatment of 330 mg of 3-(3-methoxycarbonylprop-2-ynyl)-2-(3-pyridyl)indole in 10 ml of methanol with 3.0 ml of aqueous 1N lithium hydroxide at room temperature yields 3-(3-carboxyprop-2-ynyl)-2-(3-pyridyl) indole. The reactants are CCOC(=O)C(O)CCc1ccccc1, ClCCl, [O-]Cl, [Na+], O=S(=O)(O)O. Product: CCOC(=O)C(=O)CCc1ccccc1. Reaction SMILES: [CH2:1]([CH3:2])[O:3][C:4]([CH:5]([CH2:6][CH2:7][c:8]1[cH:9][cH:10][cH:11][cH:12][cH:13]1)[OH:14])=[O:15].[CH2:24]([Cl:25])[Cl:26].[Cl:16][O-:17].[Na+:18].[S:19](=[O:20])(=[O:21])([OH:22])[OH:23]>>[CH2:1]([CH3:2])[O:3][C:4]([C:5]([CH2:6][CH2:7][c:8]1[cH:9][cH:10][cH:11][cH:12][cH:13]1)=[O:14])=[O:15]. Starting materials: C(C=C)ON=C(C)C(C)NC1=C(C=CC=C1C)C (3-(2,6 -dimethylphenylamino)-2-butanone O-allyl oxime), N1=CC=CC=C1 (pyridine), ClCC(=O)Cl (chloroacetyl chloride), O (water). Solvent: C(C)(=O)OCC (ethyl acetate). Conditions: time 15 minute. Yields the product C(C=C)ON=C(C)C(C)N(C(CCl)=O)C1=C(C=CC=C1C)C (3-(N-chloroacetyl-2,6-dimethylphenylamino)-2-butanone O-allyl oxime). Yield: 83.1%. Reaction SMILES: [CH2:1]([O:4][N:5]=[C:6]([CH:8]([NH:10][C:11]1[C:16]([CH3:17])=[CH:15][CH:14]=[CH:13][C:12]=1[CH3:18])[CH3:9])[CH3:7])[CH:2]=[CH2:3].N1C=CC=CC=1.[Cl:25][CH2:26][C:27](Cl)=[O:28].O>C(OCC)(=O)C>[CH2:1]([O:4][N:5]=[C:6]([CH:8]([N:10]([C:11]1[C:12]([CH3:18])=[CH:13][CH:14]=[CH:15][C:16]=1[CH3:17])[C:27](=[O:28])[CH2:26][Cl:25])[CH3:9])[CH3:7])[CH:2]=[CH2:3]. Procedure details: To a solution of 3-(2,6 -dimethylphenylamino)-2-butanone O-allyl oxime (4.5 g) in 75 ml ethyl acetate and 1.6 g pyridine was added dropwise 2.3 g chloroacetyl chloride. The mixture was stirred for 15 minutes, and poured into 1 liter of water. The organic phase was collected, diluted with 100 ml ether, washed with water, dried (MgSO4), treated with silica gel and stripped of solvent to yield 4.9 g yellow oil. The oil was chromatographed on silica gel (125 g) with elution by 3:1 CH2Cl2 :hexane fol...